Dataset: the Open Reaction Database (ORD), a public repository of structured organic reaction records. Task: describe an organic reaction: reactants, conditions, products, and yield Reactants: BrC1=CC=C(C=C1)C1=C(C(=NO1)C)NC(CCC1=CC=C(C=C1)OC)C ([5-(4-bromo-phenyl)-3-methyl-isoxazol-4-yl]-[3-(4-methoxy-phenyl)-1-methyl-propyl]-amine), C(C)OC(CC1(CC1)C1=CC=C(C=C1)B1OC(C(O1)(C)C)(C)C)=O ({1-[4-(4,4,5,5-tetramethyl-[1,3,2]dioxaborolan-2-yl)-phenyl]-cyclopropyl}-acetic acid ethyl ester). Product: C(C)OC(CC1(CC1)C1=CC=C(C=C1)C1=CC=C(C=C1)C1=C(C(=NO1)C)NC(CCC1=CC=C(C=C1)OC)C)=O ([1-(4′-{4-[3-(4-Methoxy-phenyl)-1-methyl-propylamino]-3-methyl-isoxazol-5-yl}-biphenyl-4-yl)-cyclopropyl]-acetic acid ethyl ester). Reaction SMILES: Br[C:2]1[CH:7]=[CH:6][C:5]([C:8]2[O:12][N:11]=[C:10]([CH3:13])[C:9]=2[NH:14][CH:15]([CH3:26])[CH2:16][CH2:17][C:18]2[CH:23]=[CH:22][C:21]([O:24][CH3:25])=[CH:20][CH:19]=2)=[CH:4][CH:3]=1.[CH2:27]([O:29][C:30](=[O:50])[CH2:31][C:32]1([C:35]2[CH:40]=[CH:39][C:38](B3OC(C)(C)C(C)(C)O3)=[CH:37][CH:36]=2)[CH2:34][CH2:33]1)[CH3:28]>>[CH2:27]([O:29][C:30](=[O:50])[CH2:31][C:32]1([C:35]2[CH:40]=[CH:39][C:38]([C:2]3[CH:7]=[CH:6][C:5]([C:8]4[O:12][N:11]=[C:10]([CH3:13])[C:9]=4[NH:14][CH:15]([CH3:26])[CH2:16][CH2:17][C:18]4[CH:23]=[CH:22][C:21]([O:24][CH3:25])=[CH:20][CH:19]=4)=[CH:4][CH:3]=3)=[CH:37][CH:36]=2)[CH2:34][CH2:33]1)[CH3:28]. Procedure details: Prepared according to the procedure described in Example 1, Step 7, using [5-(4-bromo-phenyl)-3-methyl-isoxazol-4-yl]-[3-(4-methoxy-phenyl)-1-methyl-propyl]-amine and {1-[4-(4,4,5,5-tetramethyl-[1,3,2]dioxaborolan-2-yl)-phenyl]-cyclopropyl}-acetic acid ethyl ester. Starting materials: C(O)C(C(C1=CC=CC=C1)=O)(O)C1=CC=CC=C1 (αmethylol benzoin), CC1OC(OC(O1)C)C (paraldehyde). Reagents/catalysts: C1(=CC=C(C=C1)S(=O)(=O)O)C (p-toluenesulfonic acid). The solvent is C1=CC=CC=C1 (benzene). Conditions: time 30 minute. The product is CC1OCC(O1)(C(C1=CC=CC=C1)=O)C1=CC=CC=C1 (2-methyl-4-phenyl-4-benzoyl-1,3-dioxolane). Isolated yield 107.3%. As a reaction SMILES: [CH2:1]([C:3]([C:13]1[CH:18]=[CH:17][CH:16]=[CH:15][CH:14]=1)([OH:12])[C:4](=[O:11])[C:5]1[CH:10]=[CH:9][CH:8]=[CH:7][CH:6]=1)[OH:2].[CH3:19][CH:20]1OC(C)OC(C)O1>C1(C)C=CC(S(O)(=O)=O)=CC=1.C1C=CC=CC=1>[CH3:19][CH:20]1[O:12][C:3]([C:13]2[CH:18]=[CH:17][CH:16]=[CH:15][CH:14]=2)([C:4](=[O:11])[C:5]2[CH:10]=[CH:9][CH:8]=[CH:7][CH:6]=2)[CH2:1][O:2]1. Reported procedure: A solution of 10.0 grams (41 millimoles)αmethylol benzoin, 20.0 grams (45 millimoles) paraldehyde, 0.5 grams p-toluenesulfonic acid and 100 ml. benzene was heated with magnetic stirring to 80°-90° C for 30 minutes under a Dean-Stark trap under conditions such that refluxing occurred, but the vapors condensed before reaching the trap. The temperature of the reaction mixture was then gradually raised to 120°-130° C and 8 ml. water was collected. The reaction mixture was then saturated with ammonia... Starting materials: [BH3-]C#N, CC(=O)[O-], CO, [NH4+], [Na+], CC(=O)Cc1ccc2occc2c1. Yields the product CC(N)Cc1ccc2occc2c1. Reaction SMILES: [C:19](#[N:20])[BH3-:21].[CH3:15][C:16](=[O:17])[O-:18].[CH3:23][OH:24].[NH4+:14].[Na+:22].[o:1]1[cH:2][cH:3][c:4]2[c:5]1[cH:6][cH:7][c:8]([CH2:10][C:11]([CH3:12])=[O:13])[cH:9]2>>[o:1]1[cH:2][cH:3][c:4]2[c:5]1[cH:6][cH:7][c:8]([CH2:10][CH:11]([CH3:12])[NH2:20])[cH:9]2. The reactants are COC(=O)C(Cc1ccc(NC(=O)c2c(Cl)cccc2Cl)cc1)NC(=S)c1c(C)cccc1Cl, CCO. Product: Cc1cccc(Cl)c1C(=S)NC(Cc1ccc(NC(=O)c2c(Cl)cccc2Cl)cc1)C(=O)O. RXN SMILES: [CH3:1][O:2][C:3]([CH:4]([NH:5][C:6](=[S:7])[c:8]1[c:9]([Cl:15])[cH:10][cH:11][cH:12][c:13]1[CH3:14])[CH2:16][c:17]1[cH:18][cH:19][c:20]([NH:23][C:24](=[O:25])[c:26]2[c:27]([Cl:33])[cH:28][cH:29][cH:30][c:31]2[Cl:32])[cH:21][cH:22]1)=[O:34].[CH3:35][CH2:36][OH:37]>>[O:2]=[C:3]([CH:4]([NH:5][C:6](=[S:7])[c:8]1[c:9]([Cl:15])[cH:10][cH:11][cH:12][c:13]1[CH3:14])[CH2:16][c:17]1[cH:18][cH:19][c:20]([NH:23][C:24](=[O:25])[c:26]2[c:27]([Cl:33])[cH:28][cH:29][cH:30][c:31]2[Cl:32])[cH:21][cH:22]1)[OH:34].